Dataset: the Open Reaction Database (ORD), a public repository of structured organic reaction records. Task: describe an organic reaction: reactants, conditions, products, and yield Starting materials: CCOC(C)=O, ClCC=Cc1ccccc1, CCCCCC, Cc1cc(O)c(C)c(C)c1NC=O. Yields the product Cc1cc(OCC=Cc2ccccc2)c(C)c(C)c1NC=O. As a reaction SMILES: [C:30]([O:31][CH2:32][CH3:33])(=[O:34])[CH3:35].[CH2:14]([CH:15]=[CH:16][c:17]1[cH:18][cH:19][cH:20][cH:21][cH:22]1)[Cl:23].[CH3:24][CH2:25][CH2:26][CH2:27][CH2:28][CH3:29].[OH:1][c:2]1[c:3]([CH3:13])[c:4]([CH3:12])[c:5]([NH:9][CH:10]=[O:11])[c:6]([CH3:8])[cH:7]1>>[O:1]([c:2]1[c:3]([CH3:13])[c:4]([CH3:12])[c:5]([NH:9][CH:10]=[O:11])[c:6]([CH3:8])[cH:7]1)[CH2:14][CH:15]=[CH:16][c:17]1[cH:18][cH:19][cH:20][cH:21][cH:22]1. Reactants: CCO, N#Cc1cccc2nc(NC3CCc4ccccc43)ccc12, Cl, NO, [Na+], [Na+], O=C([O-])[O-], O. Product: N=C(NO)c1cccc2nc(NC3CCc4ccccc43)ccc12. RXN SMILES: [CH3:32][CH2:33][OH:34].[CH:1]1([NH:10][c:11]2[n:12][c:13]3[cH:14][cH:15][cH:16][c:17]([C:21]#[N:22])[c:18]3[cH:19][cH:20]2)[CH2:2][CH2:3][c:4]2[cH:5][cH:6][cH:7][cH:8][c:9]21.[ClH:23].[NH2:24][OH:25].[Na+:26].[Na+:27].[O-:28][C:29](=[O:30])[O-:31].[OH2:35]>>[CH:1]1([NH:10][c:11]2[n:12][c:13]3[cH:14][cH:15][cH:16][c:17]([C:21](=[NH:22])[NH:24][OH:25])[c:18]3[cH:19][cH:20]2)[CH2:2][CH2:3][c:4]2[cH:5][cH:6][cH:7][cH:8][c:9]21. Reactants: CN(C)C=O, CCOC(C)=O, Fc1c(-c2nc(CCl)co2)cccc1C(F)(F)F, [H-], [Na+], O=C(O)CC(O)(CC(=O)O)C(=O)O, CCOC(=O)c1cn[nH]c1. Reaction SMILES: [CH3:44][N:45]([CH3:46])[CH:47]=[O:48].[CH3:49][CH2:50][O:51][C:52](=[O:53])[CH3:54].[Cl:13][CH2:14][c:15]1[n:16][c:17](-[c:20]2[c:21]([F:30])[c:22]([C:26]([F:27])([F:28])[F:29])[cH:23][cH:24][cH:25]2)[o:18][cH:19]1.[H-:1].[Na+:2].[OH:31][C:32]([CH2:33][C:34]([C:35](=[O:36])[OH:37])([CH2:38][C:39](=[O:40])[OH:41])[OH:42])=[O:43].[nH:3]1[n:4][cH:5][c:6]([C:8](=[O:9])[O:10][CH2:11][CH3:12])[cH:7]1>>[n:3]1([CH2:14][c:15]2[n:16][c:17](-[c:20]3[c:21]([F:30])[c:22]([C:26]([F:27])([F:28])[F:29])[cH:23][cH:24][cH:25]3)[o:18][cH:19]2)[n:4][cH:5][c:6]([C:8](=[O:9])[O:10][CH2:11][CH3:12])[cH:7]1. Product: CCOC(=O)c1cnn(Cc2coc(-c3cccc(C(F)(F)F)c3F)n2)c1. Reactants: C(C)OC1OC(CC1NC(=O)[C@@H]1CCC[C@@H]2N1C([C@H](CC=CC2)NC(C2=CC=CC=C2)=O)=O)=O ((4S,7S,11aS)-7-benzoylamino-6-oxo-1,3,4,6,7,8,11,11a-octahydro-2H-pyrido[1,2-a]azocine-4-carboxylic acid (2-ethoxy-5-oxo-tetrahydro-furan-3-yl)-amide), FC(C(=O)O)(F)F (trifluoroacetic acid). Run in C(C)#N.O (acetonitrile water). Run at time 30 minute. Yields the product OC1OC(CC1NC(=O)[C@@H]1CCC[C@H]2N1C([C@H](CC=CC2)NC(C2=CC=CC=C2)=O)=O)=O ((4S,7S,11aR)-7-benzoylamino-6-oxo-1,3,4,6,7,8,11,11a-octahydro-2H-pyrido[1,2-a]azocine-4-carboxylic acid (2-hydroxy-5-oxo-tetrahydrofuran-3-yl)-amide). Reaction SMILES: C([O:3][CH:4]1[CH:8]([NH:9][C:10]([C@H:12]2[N:17]3[C:18](=[O:33])[C@@H:19]([NH:24][C:25](=[O:32])[C:26]4[CH:31]=[CH:30][CH:29]=[CH:28][CH:27]=4)[CH2:20][CH:21]=[CH:22][CH2:23][C@@H:16]3[CH2:15][CH2:14][CH2:13]2)=[O:11])[CH2:7][C:6](=[O:34])[O:5]1)C.FC(F)(F)C(O)=O>C(#N)C.O>[OH:3][CH:4]1[CH:8]([NH:9][C:10]([C@H:12]2[N:17]3[C:18](=[O:33])[C@@H:19]([NH:24][C:25](=[O:32])[C:26]4[CH:27]=[CH:28][CH:29]=[CH:30][CH:31]=4)[CH2:20][CH:21]=[CH:22][CH2:23][C@H:16]3[CH2:15][CH2:14][CH2:13]2)=[O:11])[CH2:7][C:6](=[O:34])[O:5]1 |f:2.3|. Procedure: A solution of (4S,7S,11aS)-7-benzoylamino-6-oxo-1,3,4,6,7,8,11,11a-octahydro-2H-pyrido[1,2-a]azocine-4-carboxylic acid (2-ethoxy-5-oxo-tetrahydro-furan-3-yl)-amide, 45, (32 mg) in 10 mL of 1:1 acetonitrile/water is treated with 2 mL of trifluoroacetic acid. After stirring for 30 minutes the solution is concentrated in vacuo and the crude product purified by preparative reverse phase HPLC to afford 21 mg of the desired product as a white solid. 1H NMR (CD3OD) δ 7.92 (d, J=7.0 Hz, 2H), 7.54 (m, 3H... The reactants are CC(=O)OC(C)=O, CC(=O)O, Nc1ccc(-c2ncc(C(=O)O)c(O)n2)cc1. Product: CC(=O)Nc1ccc(-c2ncc(C(=O)O)c(O)n2)cc1. Reaction SMILES: [CH3:18][C:19](=[O:20])[O:21][C:22](=[O:23])[CH3:24].[CH3:25][C:26](=[O:27])[OH:28].[NH2:1][c:2]1[cH:3][cH:4][c:5](-[c:8]2[n:9][cH:10][c:11]([C:15](=[O:16])[OH:17])[c:12]([OH:14])[n:13]2)[cH:6][cH:7]1>>[NH:1]([c:2]1[cH:3][cH:4][c:5](-[c:8]2[n:9][cH:10][c:11]([C:15](=[O:16])[OH:17])[c:12]([OH:14])[n:13]2)[cH:6][cH:7]1)[C:19]([CH3:18])=[O:20]. The reactants are OC1=CC=C(C=C1)CCC(=O)OC(C)(C)C (tert-butyl 3-(4-hydroxyphenyl)propanoate), [H-].[Na+] (sodium hydride), BrC=1C=C(CBr)C=CC1 (3-bromobenzylbromide). Solvent: C(C)(=O)OCC (ethyl acetate), CN(C=O)C (N,N-dimethylformamide). Run at temperature 0 celsius. Product: BrC=1C=C(COC2=CC=C(C=C2)CCC(=O)OC(C)(C)C)C=CC1 (tert-butyl 3-[4-[(3-bromobenzyl)oxy]phenyl]propanoate). Isolated yield 77.6%. As a reaction SMILES: [OH:1][C:2]1[CH:7]=[CH:6][C:5]([CH2:8][CH2:9][C:10]([O:12][C:13]([CH3:16])([CH3:15])[CH3:14])=[O:11])=[CH:4][CH:3]=1.[H-].[Na+].[Br:19][C:20]1[CH:21]=[C:22]([CH:25]=[CH:26][CH:27]=1)[CH2:23]Br>CN(C)C=O.C(OCC)(=O)C>[Br:19][C:20]1[CH:21]=[C:22]([CH:25]=[CH:26][CH:27]=1)[CH2:23][O:1][C:2]1[CH:3]=[CH:4][C:5]([CH2:8][CH2:9][C:10]([O:12][C:13]([CH3:16])([CH3:15])[CH3:14])=[O:11])=[CH:6][CH:7]=1 |f:1.2|. Procedure: To a solution (100 mL) of tert-butyl 3-(4-hydroxyphenyl)propanoate (5.5 g, 24.7 mmol) in N,N-dimethylformamide was added 60% sodium hydride (1.09 g, 27.2 mmol) with stirring at 0° C., and the mixture was stirred at the same temperature for 15 min. Then, 3-bromobenzylbromide (6.55 g, 25.91 mmol) was added to this mixture with stirring at 0° C., and the mixture was stirred at room temperature for 12 hrs. The reaction mixture was diluted with ethyl acetate, and washed with water and saturated brine... The reactants are BrC=1C=C(C=NC1)OC[C@H]1N(CCC1)C (5-bromo-3-(1-methyl-2-(S)-pyrrolidinylmethoxy)-pyridine), C(#N)C(CCC#C)C (5-cyanohexyne), C([O-])(O)=O.[Na+] (sodium bicarbonate), O (Water). Reagents/catalysts: Cl[Pd]([P](C1=CC=CC=C1)(C2=CC=CC=C2)C3=CC=CC=C3)([P](C4=CC=CC=C4)(C5=CC=CC=C5)C6=CC=CC=C6)Cl (bis(triphenylphosphine)palladium(II) chloride), [Cu]I (copper (I) iodide). Run in C(Cl)Cl (CH2Cl2), CCN(CC)CC (NEt3). Yields the product C(#N)CCCC#CC=1C=C(C=NC1)OC[C@H]1N(CCC1)C (5-(5-Cyano-1-pentynyl)-3-(1-methyl-2-(S)-pyrrolidinylmethoxy)pyridine). Isolated yield 79.3%. As a reaction SMILES: Br[C:2]1[CH:3]=[C:4]([O:8][CH2:9][C@@H:10]2[CH2:14][CH2:13][CH2:12][N:11]2[CH3:15])[CH:5]=[N:6][CH:7]=1.[C:16]([CH:18](C)[CH2:19][CH2:20][C:21]#[CH:22])#[N:17].O.C(=O)(O)[O-].[Na+]>C(Cl)Cl.CCN(CC)CC.Cl[Pd](Cl)([P](C1C=CC=CC=1)(C1C=CC=CC=1)C1C=CC=CC=1)[P](C1C=CC=CC=1)(C1C=CC=CC=1)C1C=CC=CC=1.[Cu]I>[C:16]([CH2:18][CH2:19][CH2:20][C:21]#[C:22][C:2]1[CH:3]=[C:4]([O:8][CH2:9][C@@H:10]2[CH2:14][CH2:13][CH2:12][N:11]2[CH3:15])[CH:5]=[N:6][CH:7]=1)#[N:17] |f:3.4,^1:42,61|. Reported procedure: To a solution of 5-bromo-3-(1-methyl-2-(S)-pyrrolidinylmethoxy)-pyridine (816 mg, 3.00 mmol), bis(triphenylphosphine)palladium(II) chloride (42 mg, 0.06 mmol) and copper (I) iodide (10 mg, 0.06 mmol) in CH2Cl2 (6.0 mL) and NEt3 (2.0 mL) was added 5-cyanohexyne (0.481 mL, 4.5 mmol). The mixture was refluxed overnight then cooled to room temperature. Water (4 mL) was added, and solid sodium bicarbonate was added until the aqueous layer was saturated. The mixture was extracted with EtOAc, which was... Reactants: ClC(=O)OCC(Cl)(Cl)Cl (2,2,2-trichloroethyl chloroformate), NC1=C(C(=NO1)C)C1=CC=C(C=C1)N1CCN(CC1)C(=O)OC(C)(C)C (tert-butyl 4-[4-(5-amino-3-methylisoxazol-4-yl)phenyl]piperazine-1-carboxylate), ClC(=O)OCC(Cl)(Cl)Cl (2,2,2-trichloroethyl chloroformate), CCOCC (Et2O), Cl (HCl). Reagents/catalysts: CN(C)C=1C=CN=CC1 (DMAP), CN(C)C=1C=CN=CC1 (DMAP). The solvent is C(Cl)Cl (CH2Cl2). Reaction conditions: time 1 hour. The product is CC1=NOC(=C1C1=CC=C(C=C1)N1CCN(CC1)C(=O)OC(C)(C)C)NC(=O)OCC(Cl)(Cl)Cl (tert-butyl 4-[4-(3-methyl-5-{[(2,2,2-trichloroethoxy)carbonyl]amino}isoxazol-4-yl)phenyl]piperazine-1-carboxylate). As a reaction SMILES: [NH2:1][C:2]1[O:6][N:5]=[C:4]([CH3:7])[C:3]=1[C:8]1[CH:13]=[CH:12][C:11]([N:14]2[CH2:19][CH2:18][N:17]([C:20]([O:22][C:23]([CH3:26])([CH3:25])[CH3:24])=[O:21])[CH2:16][CH2:15]2)=[CH:10][CH:9]=1.Cl[C:28]([O:30][CH2:31][C:32]([Cl:35])([Cl:34])[Cl:33])=[O:29].CCOCC.Cl>CN(C1C=CN=CC=1)C.C(Cl)Cl>[CH3:7][C:4]1[C:3]([C:8]2[CH:9]=[CH:10][C:11]([N:14]3[CH2:15][CH2:16][N:17]([C:20]([O:22][C:23]([CH3:26])([CH3:25])[CH3:24])=[O:21])[CH2:18][CH2:19]3)=[CH:12][CH:13]=2)=[C:2]([NH:1][C:28]([O:30][CH2:31][C:32]([Cl:35])([Cl:34])[Cl:33])=[O:29])[O:6][N:5]=1. Reported procedure: To tert-butyl 4-[4-(5-amino-3-methylisoxazol-4-yl)phenyl]piperazine-1-carboxylate (900 mg, 2.51 mmol) and DMAP (1.02 g, 8.3 mmol) in CH2Cl2 (25 mL) at 0° C. under dry nitrogen was added 2,2,2-trichloroethyl chloroformate (1.02 g, 8.3 mmol) dropwise and the reaction was warned to rt and stirred for 1 hour. Additional aliquots of DMAP (1.02 g, 8.3 mmol) and 2,2,2-trichloroethyl chloroformate (1.02 g, 8.3 mmol) were added and the reaction mixture was stirred for 2½ hours. Et2O was added and the rea...